This data is from the Open Reaction Database (ORD), a public repository of structured organic reaction records. The task is: describe an organic reaction: reactants, conditions, products, and yield Reactants: COC(C(=C)C)=O (methylmethacrylate), O=C1C(O)=C(O)[C@H](O1)[C@@H](O)CO (ascorbic acid), C1=CC(=O)C=CC1=NC2=CC=C(C=C2)N (indoaniline), O=C1C(O)=C(O)[C@H](O1)[C@@H](O)CO (ascorbic acid). Run in C1(=CC=CC=C1)C (toluene), C(CCC)O (n-butyl alcohol), C(C)O (ethanol). The product is CN(C)C1=CC=C(C=C1)NC2C=CC(=O)C=C2 (leuco indoaniline). As a reaction SMILES: [CH3:1]OC(=O)C(C)=C.O=[C:9]1O[C@H:14]([C@H:16]([CH2:18]O)[OH:17])[C:12](O)=[C:10]1O.C1[C:26](=[N:27][C:28]2[CH:33]=[CH:32][C:31]([NH2:34])=[CH:30][CH:29]=2)C=CC(=O)C=1>C1(C)C=CC=CC=1.C(O)CCC.C(O)C>[CH3:1][N:27]([C:28]1[CH:29]=[CH:30][C:31]([NH:34][CH:10]2[CH:9]=[CH:18][C:16](=[O:17])[CH:14]=[CH:12]2)=[CH:32][CH:33]=1)[CH3:26]. Procedure details: The fifth layer consisted of the magenta/cyan barrier polymer and the magenta reactants. A polymer premix was prepared by dissolving 64.5 g of a methylmethacrylate polymer in 178.5 g of toluene and 15.05 g of n-butyl alcohol. The leuco indoaniline magenta developer was prepared by reducing the dye with ascorbic acid. This was done by dissolving 0.63 g of ascorbic acid in 45 g of ethanol. Then 1.2 g of the magenta indoaniline dye was added. ##STR22##